From a dataset of the Open Reaction Database (ORD), a public repository of structured organic reaction records. describe an organic reaction: reactants, conditions, products, and yield The reactants are CC(=O)O, COC(=O)c1cc2nc(Nc3c(F)cccc3Cl)[nH]c2c([N+](=O)[O-])c1O, [Fe], c1ccccc1. Yields the product COC(=O)c1cc2nc(Nc3c(F)cccc3Cl)[nH]c2c(N)c1O. As a reaction SMILES: [CH3:27][C:28](=[O:29])[OH:30].[Cl:1][c:2]1[c:3]([NH:9][c:10]2[n:11][c:12]3[c:13]([nH:14]2)[c:15]([N+:24]([O-:25])=[O:26])[c:16]([OH:23])[c:17]([C:19](=[O:20])[O:21][CH3:22])[cH:18]3)[c:4]([F:8])[cH:5][cH:6][cH:7]1.[Fe:37].[cH:31]1[cH:32][cH:33][cH:34][cH:35][cH:36]1>>[Cl:1][c:2]1[c:3]([NH:9][c:10]2[n:11][c:12]3[c:13]([nH:14]2)[c:15]([NH2:24])[c:16]([OH:23])[c:17]([C:19](=[O:20])[O:21][CH3:22])[cH:18]3)[c:4]([F:8])[cH:5][cH:6][cH:7]1. Product: Oc1ccc(C(F)(F)F)cc1CN(Cc1cc(C(F)(F)F)cc(C(F)(F)F)c1)c1ncc(N2CCOCC2)cn1. Reactants: C, FC(F)(F)c1cc(CN(Cc2cc(C(F)(F)F)ccc2OCc2ccccc2)c2ncc(N3CCOCC3)cn2)cc(C(F)(F)F)c1, CCO, [Pd]. As a reaction SMILES: [C:51].[CH2:1]([c:2]1[cH:3][cH:4][cH:5][cH:6][cH:7]1)[O:8][c:9]1[c:10]([CH2:11][N:12]([c:13]2[n:14][cH:15][c:16]([N:19]3[CH2:20][CH2:21][O:22][CH2:23][CH2:24]3)[cH:17][n:18]2)[CH2:25][c:26]2[cH:27][c:28]([C:36]([F:37])([F:38])[F:39])[cH:29][c:30]([C:32]([F:33])([F:34])[F:35])[cH:31]2)[cH:40][c:41]([C:44]([F:45])([F:46])[F:47])[cH:42][cH:43]1.[CH3:48][CH2:49][OH:50].[Pd:52]>>[OH:8][c:9]1[c:10]([CH2:11][N:12]([c:13]2[n:14][cH:15][c:16]([N:19]3[CH2:20][CH2:21][O:22][CH2:23][CH2:24]3)[cH:17][n:18]2)[CH2:25][c:26]2[cH:27][c:28]([C:36]([F:37])([F:38])[F:39])[cH:29][c:30]([C:32]([F:33])([F:34])[F:35])[cH:31]2)[cH:40][c:41]([C:44]([F:45])([F:46])[F:47])[cH:42][cH:43]1. Starting materials: O=P(Cl)(Cl)Cl (POCl3), C1(CC1)CN1C(N(C(C=C1NN)=O)C)=O (1-(Cyclopropylmethyl)-6-hydrazino-3-methylpyrimidine-2,4(1H,3H)-dione), CN(C)C=O (DMF), O (water). Reaction conditions: time 3 hour. The product is C1(CC1)CN1C(N(C(C=2C1=NNC2)=O)C)=O (7-(Cyclopropylmethyl)-5-methyl-2H-pyrazolo[3,4-d]pyrimidine-4,6(5H,7H)-dione). Reaction SMILES: [CH:1]1([CH2:4][N:5]2[C:10]([NH:11][NH2:12])=[CH:9][C:8](=[O:13])[N:7]([CH3:14])[C:6]2=[O:15])[CH2:3][CH2:2]1.O=P(Cl)(Cl)Cl.O.[CH3:22]N(C=O)C>>[CH:1]1([CH2:4][N:5]2[C:10]3=[N:11][NH:12][CH:22]=[C:9]3[C:8](=[O:13])[N:7]([CH3:14])[C:6]2=[O:15])[CH2:2][CH2:3]1. Procedure: 1-(Cyclopropylmethyl)-6-hydrazino-3-methylpyrimidine-2,4(1H,3H)-dione (5 g) was dissolved in DMF (5 mL) followed by addition of POCl3 (4 mL) dropwise at 0° C. The reaction was warmed to 80 C. for 3 h, followed by stirring at RT overnight. The solution was added to 200 mL of water and filtered to give about 5 g of yellow solids. Proton NMR was sufficient to carry on to next step.